Dataset: the Open Reaction Database (ORD), a public repository of structured organic reaction records. Task: describe an organic reaction: reactants, conditions, products, and yield Reactants: CC(=O)OC1OC(COC(=O)c2ccccc2)C(OC(=O)c2ccccc2)C1OC(=O)c1ccccc1, CN([SiH](C)C)[Si](C)(C)C, CCO, Nc1ncnc2[nH]c(=O)sc12, C[Si](C)(C)OS(=O)(=O)C(F)(F)F. Product: Nc1ncnc2c1sc(=O)n2C1OC(COC(=O)c2ccccc2)C(OC(=O)c2ccccc2)C1OC(=O)c1ccccc1. Reaction SMILES: [C:21]([O:22][CH:25]1[CH:26]([O:27][C:28]([c:29]2[cH:30][cH:31][cH:32][cH:33][cH:34]2)=[O:35])[CH:36]([O:37][C:38]([c:39]2[cH:40][cH:41][cH:42][cH:43][cH:44]2)=[O:45])[CH:46]([CH2:48][O:49][C:50]([c:51]2[cH:52][cH:53][cH:54][cH:55][cH:56]2)=[O:57])[O:47]1)(=[O:23])[CH3:24].[CH3:12][SiH:13]([CH3:14])[N:15]([CH3:16])[Si:17]([CH3:18])([CH3:19])[CH3:20].[CH3:70][CH2:71][OH:72].[NH2:1][c:2]1[c:3]2[c:4]([n:5][cH:6][n:7]1)[nH:8][c:9](=[O:11])[s:10]2.[Si:58]([O:59][S:60]([C:61]([F:62])([F:63])[F:64])(=[O:65])=[O:66])([CH3:67])([CH3:68])[CH3:69]>>[NH2:1][c:2]1[c:3]2[c:4]([n:5][cH:6][n:7]1)[n:8]([CH:25]1[CH:26]([O:27][C:28]([c:29]3[cH:30][cH:31][cH:32][cH:33][cH:34]3)=[O:35])[CH:36]([O:37][C:38]([c:39]3[cH:40][cH:41][cH:42][cH:43][cH:44]3)=[O:45])[CH:46]([CH2:48][O:49][C:50]([c:51]3[cH:52][cH:53][cH:54][cH:55][cH:56]3)=[O:57])[O:47]1)[c:9](=[O:11])[s:10]2. Reactants: C(CCCCCCCC=CCCCCCC)O (9-hexadecenyl alcohol), C(C)(=O)OCCCCCCCCC=C (9-decenyl acetate), C=CCCCCCC (1-octene), CCCCCCC=CCCCCCC (7-tetradecene). Product: C(C)(=O)OCCCCCCCCC=CCCCCCC (9-hexadecenyl acetate). Reaction SMILES: [CH2:1]([OH:17])[CH2:2][CH2:3][CH2:4][CH2:5][CH2:6][CH2:7][CH2:8][CH:9]=[CH:10][CH2:11][CH2:12][CH2:13][CH2:14][CH2:15][CH3:16].C=CCCCCCC.CCCCCCC=CCCCCCC.[C:40](OCCCCCCCCC=C)(=[O:42])[CH3:41]>>[C:40]([O:17][CH2:1][CH2:2][CH2:3][CH2:4][CH2:5][CH2:6][CH2:7][CH2:8][CH:9]=[CH:10][CH2:11][CH2:12][CH2:13][CH2:14][CH2:15][CH3:16])(=[O:42])[CH3:41]. Procedure details: A process for preparing 9-hexadecenyl alcohol by reacting 1-octene or 7-tetradecene with 9-decenyl acetate in accordance with the method of claim 7 to obtain 9-hexadecenyl acetate and then reacting the acetate with water to obtain the corresponding alcohol. The reactants are CN(C(C)C1NCCC2=CC=CC=C12)C (1- dimethylamino-eth-1-yl-1,2,3,4-tetrahydroisoquinoline), ClC=1C=C(C=CC1Cl)CC(=O)O (3,4-dichlorophenylacetic acid), C1(CCCCC1)N=C=NC1CCCCC1 (dicyclohexylcarbodiimide). Solvent: C(Cl)Cl (methylene chloride). Product: CN(C(C)C1(NCCC2=CC=CC=C12)C(CC1=CC(=C(C=C1)Cl)Cl)=O)C (1-dimethylamino-eth-1-yl-2-(3,4-dichlorophenyl)acetyl-1,2,3,4 -tetrahydroisoquinoline). RXN SMILES: [CH3:1][N:2]([CH3:15])[CH:3]([CH:5]1[C:14]2[C:9](=[CH:10][CH:11]=[CH:12][CH:13]=2)[CH2:8][CH2:7][NH:6]1)[CH3:4].[Cl:16][C:17]1[CH:18]=[C:19]([CH2:24][C:25](O)=[O:26])[CH:20]=[CH:21][C:22]=1[Cl:23].C1(N=C=NC2CCCCC2)CCCCC1>C(Cl)Cl>[CH3:15][N:2]([CH3:1])[CH:3]([C:5]1([C:25](=[O:26])[CH2:24][C:19]2[CH:20]=[CH:21][C:22]([Cl:23])=[C:17]([Cl:16])[CH:18]=2)[C:14]2[C:9](=[CH:10][CH:11]=[CH:12][CH:13]=2)[CH2:8][CH2:7][NH:6]1)[CH3:4]. Procedure: Prepared as Ex. No. 1, from 2.7 g (13.30 mmoles) of 1- dimethylamino-eth-1-yl-1,2,3,4-tetrahydroisoquinoline (diastereoisomeric mixture), 3.05 g (15.00 mmoles) of 3,4-dichlorophenylacetic acid and 4.2 g (20.39 mmoles) of dicyclohexylcarbodiimide, in 100 ml of dry methylene chloride.